Dataset: the Open Reaction Database (ORD), a public repository of structured organic reaction records. Task: describe an organic reaction: reactants, conditions, products, and yield Reactants: C(C)(C)C1=C(C=CC(=C1)C)NC(=S)NC(=O)NCC1=CC=C(C=C1)C1=NN(C=N1)C1=CC=C(C=C1)OC(F)(F)F (1-[(2-isopropyl-4-methyl-phenyl)carbamothioyl]-3-[[4-[1-[4-(trifluoromethoxy)phenyl]-1H-1,2,4-triazol-3-yl]phenyl]methyl]urea), C(C)(=O)[O-].[Na+] (sodium acetate), ClCC(C)=O (1-chloropropan-2-one), C(C)#N (acetonitrile). The solvent is [Cl-].[Na+].O (brine), ClCCl (dichloromethane). Run at temperature 65 celsius. Yields the product C(C)(C)C1=C(C=CC(=C1)C)N1/C(/SC=C1C)=N/C(=O)NCC1=CC=C(C=C1)C1=NN(C=N1)C1=CC=C(C=C1)OC(F)(F)F ((Z)-1-(3-(2-isopropyl-4-methylphenyl)-4-methylthiazol-2(3H)-ylidene)-3-(4-(1-(4-(trifluoromethoxy)phenyl)-1H-1,2,4-triazol-3-yl)benzyl)urea). Yield: 21.4%. Reaction SMILES: [CH:1]([C:4]1[CH:9]=[C:8]([CH3:10])[CH:7]=[CH:6][C:5]=1[NH:11][C:12]([NH:14][C:15]([NH:17][CH2:18][C:19]1[CH:24]=[CH:23][C:22]([C:25]2[N:29]=[CH:28][N:27]([C:30]3[CH:35]=[CH:34][C:33]([O:36][C:37]([F:40])([F:39])[F:38])=[CH:32][CH:31]=3)[N:26]=2)=[CH:21][CH:20]=1)=[O:16])=[S:13])([CH3:3])[CH3:2].C([O-])(=O)C.[Na+].Cl[CH2:47][C:48](=O)[CH3:49].C(#N)C>[Cl-].[Na+].O.ClCCl>[CH:1]([C:4]1[CH:9]=[C:8]([CH3:10])[CH:7]=[CH:6][C:5]=1[N:11]1[C:48]([CH3:49])=[CH:47][S:13]/[C:12]/1=[N:14]\[C:15]([NH:17][CH2:18][C:19]1[CH:20]=[CH:21][C:22]([C:25]2[N:29]=[CH:28][N:27]([C:30]3[CH:31]=[CH:32][C:33]([O:36][C:37]([F:40])([F:39])[F:38])=[CH:34][CH:35]=3)[N:26]=2)=[CH:23][CH:24]=1)=[O:16])([CH3:3])[CH3:2] |f:1.2,5.6.7|. Reported procedure: To a 20 mL vial was added 1-[(2-isopropyl-4-methyl-phenyl)carbamothioyl]-3-[[4-[1-[4-(trifluoromethoxy)phenyl]-1H-1,2,4-triazol-3-yl]phenyl]methyl]urea (PC5) (0.044 g, 0.077 mmol), sodium acetate (0.019 g, 0.23 mmol), 1-chloropropan-2-one (0.0092 mL, 0.12 mmol) and acetonitrile (1.5 mL). The vial was sealed and heated overnight at 65° C. The reaction mixture was diluted with brine solution and dichloromethane and passed through a phase separator. The organic layer was concentrated and the result...